Dataset: the Open Reaction Database (ORD), a public repository of structured organic reaction records. Task: describe an organic reaction: reactants, conditions, products, and yield The reactants are C1(=CC=CC=C1)C(N)=N (Benzenecarboximidamide), O (water), BrCC(=O)C1=CC=C(C#N)C=C1 (4-bromoacetylbenzonitrile), C([O-])(O)=O.[Na+] (sodium bicarbonate). The solvent is C1CCOC1 (THF). Reaction conditions: time 30 minute. Product: C1(=CC=CC=C1)C=1NC=C(N1)C1=CC=C(C#N)C=C1 (4-(2-phenyl-1H-imidazol-4-yl)benzonitrile). Reaction SMILES: [C:1]1([C:7](=[NH:9])[NH2:8])[CH:6]=[CH:5][CH:4]=[CH:3][CH:2]=1.Br[CH2:11][C:12]([C:14]1[CH:21]=[CH:20][C:17]([C:18]#[N:19])=[CH:16][CH:15]=1)=O.C(=O)(O)[O-].[Na+].O>C1COCC1>[C:1]1([C:7]2[NH:9][CH:11]=[C:12]([C:14]3[CH:21]=[CH:20][C:17]([C:18]#[N:19])=[CH:16][CH:15]=3)[N:8]=2)[CH:6]=[CH:5][CH:4]=[CH:3][CH:2]=1 |f:2.3|. Procedure details: Benzenecarboximidamide (2.9 g, 24 mmol), 4-bromoacetylbenzonitrile (5 g, 22 mmol), and sodium bicarbonate (1.8 g, 22 mmol) were suspended in 70 mL of THF and 10 mL of water and heated at reflux overnight. The reaction mixture was cooled rt, and partially concentrated. An additional 10 mL of water was added, and the resulting suspension was stirred at 50-60° C. for 30 min. The mixture was cooled with an ice-water bath and the precipitate was collected by filtration, rinsed with two 10-mL portions... Starting materials: C(C)(C)N1CCN(CC1)C(=O)C=1C=C2C=C(NC2=CC1)C(=O)N1CCC(CC1)OC ([5-(4-Isopropyl-piperazine-1-carbonyl)-1H-indol-2-yl]-(4-methoxy-piperidin-1-yl)-methanone), [H-].[Na+] (sodium hydride), C1(CC1)CBr (cyclopropylmethyl bromide). Solvent: CN(C=O)C (N,N-dimethylformamide). Yields the product C1(CC1)CN1C(=CC2=CC(=CC=C12)C(=O)N1CCN(CC1)C(C)C)C(=O)N1CCC(CC1)OC ([1-Cyclopropylmethyl-5-(4-isopropyl-piperazine-1-carbonyl)-1H-indol-2-yl]-(4-methoxy-piperidin-1-yl)-methanone). The yield is 62.0%. As a reaction SMILES: [CH:1]([N:4]1[CH2:9][CH2:8][N:7]([C:10]([C:12]2[CH:13]=[C:14]3[C:18](=[CH:19][CH:20]=2)[NH:17][C:16]([C:21]([N:23]2[CH2:28][CH2:27][CH:26]([O:29][CH3:30])[CH2:25][CH2:24]2)=[O:22])=[CH:15]3)=[O:11])[CH2:6][CH2:5]1)([CH3:3])[CH3:2].[H-].[Na+].[CH:33]1([CH2:36]Br)[CH2:35][CH2:34]1>CN(C)C=O>[CH:33]1([CH2:36][N:17]2[C:18]3[C:14](=[CH:13][C:12]([C:10]([N:7]4[CH2:8][CH2:9][N:4]([CH:1]([CH3:3])[CH3:2])[CH2:5][CH2:6]4)=[O:11])=[CH:20][CH:19]=3)[CH:15]=[C:16]2[C:21]([N:23]2[CH2:28][CH2:27][CH:26]([O:29][CH3:30])[CH2:25][CH2:24]2)=[O:22])[CH2:35][CH2:34]1 |f:1.2|. Procedure details: The title compound was synthesized in analogy to example 51, from [5-(4-isopropyl-piperazine-1-carbonyl)-1H-indol-2-yl]-(4-methoxy-piperidin-1-yl)-methanone (example 21), sodium hydride and cyclopropylmethyl bromide in N,N-dimethylformamide, to give the desired product as a colorless foam (62%). Reported procedure: A solution of iodomethane (0.22 ml, 3.4267 mmol, 1.1 eq) in methanol (5 ml) was added dropwise over a period of 5 min to a solution of benzyl methyl(1-(methylcarbamothioyl)-piperidin-4-yl)carbamate (1 g, 3.115 mmol, 1 eq) in methanol (10 ml). Stirring was then carried out for 20 h at room temperature. When the reaction was complete according to TLC monitoring, the reaction mixture was concentrated under reduced pressure. The residue was taken up in pyridine (15 ml); aminoacetaldehyde-diethylacet... The reactants are C(C)OC(CN)OCC (aminoacetaldehyde-diethylacetal), IC (iodomethane), CN(C(OCC1=CC=CC=C1)=O)C1CCN(CC1)C(NC)=S (benzyl methyl(1-(methylcarbamothioyl)-piperidin-4-yl)carbamate). Solvent: CO (methanol), CO (methanol). Yields the product CNC1CCN(CC1)C=1N(C=CN1)C (N-Methyl-1-(1-methyl-1H-imidazol-2-yl)piperidin-4-amine). Conditions: time 20 hour. RXN SMILES: IC.C[N:4]([CH:15]1[CH2:20][CH2:19][N:18]([C:21](=S)[NH:22][CH3:23])[CH2:17][CH2:16]1)[C:5](=O)OCC1C=CC=CC=1.C(O[CH:28](OCC)[CH2:29][NH2:30])C>CO>[CH3:5][NH:4][CH:15]1[CH2:16][CH2:17][N:18]([C:21]2[N:22]([CH3:23])[CH:28]=[CH:29][N:30]=2)[CH2:19][CH2:20]1. Procedure: (5Z)-5-({1-[4-Chloro-2-(trifluoromethyl)benzyl]-1H-indazol-5-yl}methylidene)-3-[(cis)-1-ethyl-3-fluoropiperidin-4-yl]-1,3-thiazolidine-2,4-dione was prepared from (5Z)-5-({1-[4-chloro-2-(trifluoromethyl)benzyl]-1H-indazol-5-yl}methylidene)-3-[(cis)-3-fluoropiperidin-4-yl]-1,3-thiazolidine-2,4-dione (Example 201) and acetaldehyde (in place of formaldehyde) following General Procedure R2. RXN SMILES: [Cl:1][C:2]1[CH:32]=[CH:31][C:5]([CH2:6][N:7]2[C:15]3[C:10](=[CH:11][C:12](/[CH:16]=[C:17]4/[C:18](=[O:30])[N:19]([C@H:23]5[CH2:28][CH2:27][NH:26][CH2:25][C@H:24]5[F:29])[C:20](=[O:22])[S:21]/4)=[CH:13][CH:14]=3)[CH:9]=[N:8]2)=[C:4]([C:33]([F:36])([F:35])[F:34])[CH:3]=1.[CH:37](=O)[CH3:38]>>[Cl:1][C:2]1[CH:32]=[CH:31][C:5]([CH2:6][N:7]2[C:15]3[C:10](=[CH:11][C:12](/[CH:16]=[C:17]4/[C:18](=[O:30])[N:19]([C@H:23]5[CH2:28][CH2:27][N:26]([CH2:37][CH3:38])[CH2:25][C@H:24]5[F:29])[C:20](=[O:22])[S:21]/4)=[CH:13][CH:14]=3)[CH:9]=[N:8]2)=[C:4]([C:33]([F:36])([F:35])[F:34])[CH:3]=1. The reactants are ClC1=CC(=C(CN2N=CC3=CC(=CC=C23)\C=C/2\C(N(C(S2)=O)[C@@H]2[C@@H](CNCC2)F)=O)C=C1)C(F)(F)F ((5Z)-5-({1-[4-chloro-2-(trifluoromethyl)benzyl]-1H-indazol-5-yl}methylidene)-3-[(cis)-3-fluoropiperidin-4-yl]-1,3-thiazolidine-2,4-dione), C(C)=O (acetaldehyde). Product: ClC1=CC(=C(CN2N=CC3=CC(=CC=C23)\C=C/2\C(N(C(S2)=O)[C@@H]2[C@@H](CN(CC2)CC)F)=O)C=C1)C(F)(F)F ((5Z)-5-({1-[4-Chloro-2-(trifluoromethyl)benzyl]-1H-indazol-5-yl}methylidene)-3-[(cis)-1-ethyl-3-fluoropiperidin-4-yl]-1,3-thiazolidine-2,4-dione). Reactants: CCCCC1CCNCC1, CC#N, CC(CI)CN1C(=O)COc2ccccc21. The product is CCCCC1CCN(CC(C)CN2C(=O)COc3ccccc32)CC1. Reaction SMILES: [CH2:17]([CH2:18][CH2:19][CH3:20])[CH:21]1[CH2:22][CH2:23][NH:24][CH2:25][CH2:26]1.[CH3:27][C:28]#[N:29].[I:1][CH2:2][CH:3]([CH2:4][N:5]1[C:6](=[O:15])[CH2:7][O:8][c:9]2[c:10]1[cH:11][cH:12][cH:13][cH:14]2)[CH3:16]>>[CH2:2]([CH:3]([CH2:4][N:5]1[C:6](=[O:15])[CH2:7][O:8][c:9]2[c:10]1[cH:11][cH:12][cH:13][cH:14]2)[CH3:16])[N:24]1[CH2:23][CH2:22][CH:21]([CH2:17][CH2:18][CH2:19][CH3:20])[CH2:26][CH2:25]1. Reactants: CC(C)I, CCc1ccc(S(=O)(=O)Nc2ccc(Cl)cc2[N+](=O)[O-])cc1, [H-], [Na+], CN(C)C=O, O. Yields the product CCc1ccc(S(=O)(=O)N(c2ccc(Cl)cc2[N+](=O)[O-])C(C)C)cc1. RXN SMILES: [CH:25]([CH3:26])([CH3:27])[I:28].[Cl:3][c:4]1[cH:5][c:6]([N+:22](=[O:23])[O-:24])[c:7]([NH:8][S:9](=[O:10])(=[O:11])[c:12]2[cH:13][cH:14][c:15]([CH2:18][CH3:19])[cH:16][cH:17]2)[cH:20][cH:21]1.[H-:1].[Na+:2].[O:30]=[CH:31][N:32]([CH3:33])[CH3:34].[OH2:29]>>[Cl:3][c:4]1[cH:5][c:6]([N+:22](=[O:23])[O-:24])[c:7]([N:8]([S:9](=[O:10])(=[O:11])[c:12]2[cH:13][cH:14][c:15]([CH2:18][CH3:19])[cH:16][cH:17]2)[CH:25]([CH3:26])[CH3:27])[cH:20][cH:21]1. Product: CC(C)[N-]C1CCCCC1, [Li+]. RXN SMILES: [CH2:17]([CH2:18][CH2:19][CH3:20])[Li:21].[CH2:22]1[O:23][CH2:24][CH2:25][CH2:26]1.[CH3:11][CH2:12][CH2:13][CH2:14][CH2:15][CH3:16].[CH:1]([CH3:2])([CH3:3])[NH:4][CH:5]1[CH2:6][CH2:7][CH2:8][CH2:9][CH2:10]1>>[CH:1]([CH3:2])([CH3:3])[N-:4][CH:5]1[CH2:6][CH2:7][CH2:8][CH2:9][CH2:10]1.[Li+:21]. Starting materials: [Li]CCCC, C1CCOC1, CCCCCC, CC(C)NC1CCCCC1. As a reaction SMILES: [F:1][c:2]1[cH:3][cH:4][c:5](-[n:8]2[n:9][cH:10][c:11]([C:14](=[O:15])[OH:16])[c:12]2[CH3:13])[cH:6][cH:7]1.[NH2:17][c:18]1[cH:19][cH:20][c:21]([N:26]2[CH2:27][CH2:28][CH2:29][CH2:30]2)[c:22]([C:23]#[N:24])[cH:25]1>>[F:1][c:2]1[cH:3][cH:4][c:5](-[n:8]2[n:9][cH:10][c:11]([C:14](=[O:16])[NH:17][c:18]3[cH:19][cH:20][c:21]([N:26]4[CH2:27][CH2:28][CH2:29][CH2:30]4)[c:22]([C:23]#[N:24])[cH:25]3)[c:12]2[CH3:13])[cH:6][cH:7]1. Yields the product Cc1c(C(=O)Nc2ccc(N3CCCC3)c(C#N)c2)cnn1-c1ccc(F)cc1. Starting materials: Cc1c(C(=O)O)cnn1-c1ccc(F)cc1, N#Cc1cc(N)ccc1N1CCCC1. Reactants: C(C1=CC=CC=C1)=CC(C)=O (benzylideneacetone), Cl (hydrochloric acid). Run in CCOCC (ether). Conditions: temperature -78 celsius, time 3 hour. Yields the product C(C1=CC=CC=C1)=C[C@H](C)O ((S)(-)-benzylideneisopropanol). RXN SMILES: [CH:1](=[CH:8][C:9](=[O:11])[CH3:10])[C:2]1[CH:7]=[CH:6][CH:5]=[CH:4][CH:3]=1.Cl>CCOCC>[CH:1](=[CH:8][C@@H:9]([OH:11])[CH3:10])[C:2]1[CH:7]=[CH:6][CH:5]=[CH:4][CH:3]=1. Procedure details: The reaction solution was cooled to -78° C., added with a dry ether (5 ml) solution of benzylideneacetone (439 mg, 3 mmol) and reacted under stirring at the same temperature for 3 hours. After completion of the reaction, 1 N hydrochloric acid (42 ml) was added to separate the ether layer and the ether layer was washed with 1% hydrochloric acid (20 ml×2) and a saturated saline solution (20 ml×3), dried with anydrous magnesium sulfate and filtered, and the filtrate was concentrated under reduced p...